From a dataset of the Open Reaction Database (ORD), a public repository of structured organic reaction records. describe an organic reaction: reactants, conditions, products, and yield Reactants: C(C=C)SC1CC(N1C(C(=S)OCC1=CC=C(C=C1)[N+](=O)[O-])=C(C(C(C)(C)C)=O)OC1=CC=CC2=CC=CC=C12)=O (4-nitrobenzyl 2-(4-allylthioazetidin-2-on-1-yl)-3-(1-naphthyloxy)-3-trimethylacetylthiopropenate), ClCl (chlorine). Run in ClCCl (dichloromethane), C(Cl)(Cl)(Cl)Cl (carbon tetrachloride). Product: ClC1CC(N1C(C(=S)OCC1=CC=C(C=C1)[N+](=O)[O-])=C(C(C(C)(C)C)=O)OC1=CC=CC2=CC=CC=C12)=O (4-Nitrobenzyl 2-(4-chloroazetidin-2-on-1-yl)-3-(1-naphthyloxy)-3-trimethylacetylthiopropenate). The yield is 73.7%. As a reaction SMILES: C(S[CH:5]1[N:8]([C:9](=[C:23]([O:30][C:31]2[C:40]3[C:35](=[CH:36][CH:37]=[CH:38][CH:39]=3)[CH:34]=[CH:33][CH:32]=2)[C:24](=[O:29])[C:25]([CH3:28])([CH3:27])[CH3:26])[C:10]([O:12][CH2:13][C:14]2[CH:19]=[CH:18][C:17]([N+:20]([O-:22])=[O:21])=[CH:16][CH:15]=2)=[S:11])[C:7](=[O:41])[CH2:6]1)C=C.[Cl:42]Cl>ClCCl.C(Cl)(Cl)(Cl)Cl>[Cl:42][CH:5]1[N:8]([C:9](=[C:23]([O:30][C:31]2[C:40]3[C:35](=[CH:36][CH:37]=[CH:38][CH:39]=3)[CH:34]=[CH:33][CH:32]=2)[C:24](=[O:29])[C:25]([CH3:28])([CH3:27])[CH3:26])[C:10]([O:12][CH2:13][C:14]2[CH:19]=[CH:18][C:17]([N+:20]([O-:22])=[O:21])=[CH:16][CH:15]=2)=[S:11])[C:7](=[O:41])[CH2:6]1. Reported procedure: To a solution of 7.1 g of 4-nitrobenzyl 2-(4-allylthioazetidin-2-on-1-yl)-3-(1-naphthyloxy)-3-trimethylacetylthiopropenate in dichloromethane at -20° was added a solution of 23 mmol of chlorine in carbon tetrachloride. After 30 minutes the mixture was warmed to room temperature, evaporated in vacuo, and the residual oil was chromatographed over silica gel. Elution with hexane-ethyl acetate mixtures afforded 4.898 g of the title compound as a pale yellow foam (75% of the theoretical yield). Yields the product CN(C)c1nc2cc(NC(=O)c3c(C(=O)N4CCC4)cnn3C)ccn2n1. Reactants: C1CNC1, CCCP(=O)(O)O, CN(C)c1nc2cc(NC(=O)c3c(C(=O)O)cnn3C)ccn2n1, CCN(C(C)C)C(C)C, C1CCOC1. Reaction SMILES: [CH2:25]1[CH2:26][NH:27][CH2:28]1.[CH2:29]([P:30]([OH:31])([OH:32])=[O:33])[CH2:34][CH3:35].[CH3:1][N:2]([c:3]1[n:4][n:5]2[c:6]([cH:7][c:8]([NH:11][C:12](=[O:13])[c:14]3[c:15]([C:20](=[O:21])[OH:22])[cH:16][n:17][n:18]3[CH3:19])[cH:9][cH:10]2)[n:23]1)[CH3:24].[CH:36]([N:37]([CH:38]([CH3:39])[CH3:40])[CH2:41][CH3:42])([CH3:43])[CH3:44].[O:45]1[CH2:46][CH2:47][CH2:48][CH2:49]1>>[CH3:1][N:2]([c:3]1[n:4][n:5]2[c:6]([cH:7][c:8]([NH:11][C:12](=[O:13])[c:14]3[c:15]([C:20](=[O:21])[N:27]4[CH2:26][CH2:25][CH2:28]4)[cH:16][n:17][n:18]3[CH3:19])[cH:9][cH:10]2)[n:23]1)[CH3:24]. Reactants: Cc1cccc(-c2sc(C)nc2C(=O)N2CC3CC(F)(F)CC3C2CN)c1, O=C(O)c1cccc2c1CCO2. Yields the product Cc1cccc(-c2sc(C)nc2C(=O)N2CC3CC(F)(F)CC3C2CNC(=O)c2cccc3c2CCO3)c1. Reaction SMILES: [NH2:1][CH2:2][CH:3]1[CH:4]2[CH2:5][C:6]([F:26])([F:27])[CH2:7][CH:8]2[CH2:9][N:10]1[C:11](=[O:12])[c:13]1[n:14][c:15]([CH3:25])[s:16][c:17]1-[c:18]1[cH:19][c:20]([CH3:24])[cH:21][cH:22][cH:23]1.[O:28]1[CH2:29][CH2:30][c:31]2[c:32]1[cH:33][cH:34][cH:35][c:36]2[C:37](=[O:38])[OH:39]>>[NH:1]([CH2:2][CH:3]1[CH:4]2[CH2:5][C:6]([F:26])([F:27])[CH2:7][CH:8]2[CH2:9][N:10]1[C:11](=[O:12])[c:13]1[n:14][c:15]([CH3:25])[s:16][c:17]1-[c:18]1[cH:19][c:20]([CH3:24])[cH:21][cH:22][cH:23]1)[C:37]([c:36]1[c:31]2[c:32]([cH:33][cH:34][cH:35]1)[O:28][CH2:29][CH2:30]2)=[O:38]. The reactants are [OH-].[Na+] (sodium hydroxide), CC1=CC=C(CC(C(=O)OC2=CC=C(C=C2)[N+](=O)[O-])CC(=O)N2C[C@H]3CC=CC[C@H]3C2)C=C1 (4-nitrophenyl 2-(4-methylbenzyl)-3-(cis-3a,4,7,7a-tetrahydro-2-isoindolinylcarbonyl)propionate), Cl (hydrochloric acid). Run in CO (methanol). Reaction conditions: time 15 hour. Yields the product CC1=CC=C(CC(C(=O)O)CC(=O)N2C[C@H]3CC=CC[C@H]3C2)C=C1 (2-(4-methylbenzyl)-3-(cis-3a,4,7,7a-tetrahydro-2-isoindolinylcarbonyl)propionic acid). The yield is 32.2%. Reaction SMILES: [CH3:1][C:2]1[CH:33]=[CH:32][C:5]([CH2:6][CH:7]([CH2:20][C:21]([N:23]2[CH2:31][C@H:30]3[C@H:25]([CH2:26][CH:27]=[CH:28][CH2:29]3)[CH2:24]2)=[O:22])[C:8]([O:10]C2C=CC([N+]([O-])=O)=CC=2)=[O:9])=[CH:4][CH:3]=1.[OH-].[Na+].Cl>CO>[CH3:1][C:2]1[CH:3]=[CH:4][C:5]([CH2:6][CH:7]([CH2:20][C:21]([N:23]2[CH2:31][C@H:30]3[C@H:25]([CH2:26][CH:27]=[CH:28][CH2:29]3)[CH2:24]2)=[O:22])[C:8]([OH:10])=[O:9])=[CH:32][CH:33]=1 |f:1.2|. Procedure: To a suspension of 4-nitrophenyl 2-(4-methylbenzyl)-3-(cis-3a,4,7,7a-tetrahydro-2-isoindolinylcarbonyl)propionate (1.7 g) in methanol (10 ml) was added 1N sodium hydroxide solution (8.0 ml) and the mixture was stirred at room temperature for 15 hours. The reaction mixture was acidified with 1N hydrochloric acid under ice-cooling and extracted with ethyl acetate. The organic layer was washed with brine and dried over MgSO4. After the solvent was evaporated under reduced pressure, the residue was ... Reaction SMILES: [CH:1]1([CH:6]([C:14]2[CH:19]=[CH:18][C:17]([CH2:20][N:21]3[CH:26]=[C:25]([C:27]([F:30])([F:29])[F:28])[CH:24]=[CH:23][C:22]3=[O:31])=[CH:16][CH:15]=2)[C:7]([O:9]C(C)(C)C)=[O:8])[CH2:5][CH2:4][CH2:3][CH2:2]1.FC(F)(F)C(O)=O>ClCCl>[CH:1]1([CH:6]([C:14]2[CH:19]=[CH:18][C:17]([CH2:20][N:21]3[CH:26]=[C:25]([C:27]([F:28])([F:29])[F:30])[CH:24]=[CH:23][C:22]3=[O:31])=[CH:16][CH:15]=2)[C:7]([OH:9])=[O:8])[CH2:2][CH2:3][CH2:4][CH2:5]1. The reactants are C1(CCCC1)C(C(=O)OC(C)(C)C)C1=CC=C(C=C1)CN1C(C=CC(=C1)C(F)(F)F)=O (tert-butyl(+/−)-cyclopentyl(4-{[2-oxo-5-(trifluoromethyl)pyridin-1(2H)-yl]methyl}phenyl)ethanoate), FC(C(=O)O)(F)F (trifluoroacetic acid). The product is C1(CCCC1)C(C(=O)O)C1=CC=C(C=C1)CN1C(C=CC(=C1)C(F)(F)F)=O (Cyclopentyl(4-{[2-oxo-5-(trifluoromethyl)pyridin-1(2H)-yl]methyl}phenyl)acetic acid). Conditions: time 2 hour. Procedure details: 390 mg (0.90 mmol) of tert-butyl(+/−)-cyclopentyl(4-{[2-oxo-5-(trifluoromethyl)pyridin-1(2H)-yl]methyl}phenyl)ethanoate were initially charged in 2.7 ml of dichloromethane, and 690 μl of trifluoroacetic acid were added. The reaction mixture was stirred at RT for 2 h and then concentrated under reduced pressure, and the residue was dried under high vacuum. This gave 523 mg of product, which was used without further purification. The solvent is ClCCl (dichloromethane). Starting materials: C(C)OC(=O)C1=NC(=CC=C1)SC1=C(NC2=CC(=CC=C12)Cl)C (6-(6-chloro-2-methyl-1H-indol-3-ylsulfanyl)-pyridine-2-carboxylic acid ethyl ester), BrC=1C=NN(C1)C (4-bromo-1-methyl-1H-pyrazole). RXN SMILES: [CH2:1]([O:3][C:4]([C:6]1[CH:11]=[CH:10][CH:9]=[C:8]([S:12][C:13]2[C:21]3[C:16](=[CH:17][C:18]([Cl:22])=[CH:19][CH:20]=3)[NH:15][C:14]=2[CH3:23])[N:7]=1)=[O:5])[CH3:2].Br[C:25]1[CH:26]=[N:27][N:28]([CH3:30])[CH:29]=1>>[CH2:1]([O:3][C:4]([C:6]1[CH:11]=[CH:10][CH:9]=[C:8]([S:12][C:13]2[C:21]3[C:16](=[CH:17][C:18]([Cl:22])=[CH:19][CH:20]=3)[N:15]([C:25]3[CH:26]=[N:27][N:28]([CH3:30])[CH:29]=3)[C:14]=2[CH3:23])[N:7]=1)=[O:5])[CH3:2]. Procedure: Prepared according to the procedure described in Example 9, Step 4, using the following starting materials: 6-(6-chloro-2-methyl-1H-indol-3-ylsulfanyl)-pyridine-2-carboxylic acid ethyl ester and 4-bromo-1-methyl-1H-pyrazole. Product: C(C)OC(=O)C1=NC(=CC=C1)SC1=C(N(C2=CC(=CC=C12)Cl)C=1C=NN(C1)C)C (6-[6-Chloro-2-methyl-1-(1-methyl-1H-pyrazol-4-yl)-1H-indol-3-ylsulfanyl]-pyridine-2-carboxylic acid ethyl ester).